Dataset: the Open Reaction Database (ORD), a public repository of structured organic reaction records. Task: describe an organic reaction: reactants, conditions, products, and yield The reactants are BrC1=C(C(=C(C=2C(COC21)C2=CC=C(C=C2)C(C)C)C)NC(CC(C)(C)C)=O)C (N-(7-Bromo-3-(4-isopropylphenyl)-4,6-dimethyl-2,3-dihydro-1-benzofuran-5-yl)-3,3-dimethylbutanamide), CC1=CC=C(C=C1)B(O)O ((4-methylphenyl)boronic acid). Product: CC1=CC=C(C=C1)C1=C(C(=C(C=2C(COC21)C2=CC=C(C=C2)C(C)C)C)NC(CC(C)(C)C)=O)C (N-(7-(4-Methylphenyl)-3-(4-isopropylphenyl)-4,6-dimethyl-2,3-dihydro-1-benzofuran-5-yl)-3,3-dimethylbutanamide). Yield: 68.0%. Reaction SMILES: Br[C:2]1[C:10]2[O:9][CH2:8][CH:7]([C:11]3[CH:16]=[CH:15][C:14]([CH:17]([CH3:19])[CH3:18])=[CH:13][CH:12]=3)[C:6]=2[C:5]([CH3:20])=[C:4]([NH:21][C:22](=[O:28])[CH2:23][C:24]([CH3:27])([CH3:26])[CH3:25])[C:3]=1[CH3:29].[CH3:30][C:31]1[CH:36]=[CH:35][C:34](B(O)O)=[CH:33][CH:32]=1>>[CH3:30][C:31]1[CH:36]=[CH:35][C:34]([C:2]2[C:10]3[O:9][CH2:8][CH:7]([C:11]4[CH:16]=[CH:15][C:14]([CH:17]([CH3:18])[CH3:19])=[CH:13][CH:12]=4)[C:6]=3[C:5]([CH3:20])=[C:4]([NH:21][C:22](=[O:28])[CH2:23][C:24]([CH3:26])([CH3:25])[CH3:27])[C:3]=2[CH3:29])=[CH:33][CH:32]=1. Procedure: Using N-(7-bromo-3-(4-isopropylphenyl)-4,6-dimethyl-2,3-dihydro-1-benzofuran-5-yl)-3,3-dimethylbutanamide obtained in Example 35 and (4-methylphenyl)boronic acid, the title compound was obtained in the same manner as in Example 107. Yield: 68%. Melting point: 194-195° C. (ethyl acetate-hexane). RXN SMILES: [CH2:1]([c:2]1[cH:3][cH:4][cH:5][cH:6][cH:7]1)[CH:8]1[NH:9][C:10](=[O:16])[O:11][CH:12]1[C:13](=[O:14])[OH:15].[CH3:17][OH:18].[S:19](=[O:20])(=[O:21])([OH:22])[OH:23]>>[CH2:1]([c:2]1[cH:3][cH:4][cH:5][cH:6][cH:7]1)[CH:8]1[NH:9][C:10](=[O:16])[O:11][CH:12]1[C:13]([O:14][CH3:17])=[O:15]. The product is COC(=O)C1OC(=O)NC1Cc1ccccc1. The reactants are O=C1NC(Cc2ccccc2)C(C(=O)O)O1, CO, O=S(=O)(O)O. The reactants are C1CCOC1, CCOc1ccc(Br)cn1, C[SiH](C)Cl, [Mg], O. The product is CCOc1ccc([SiH](C)C)cn1. Reaction SMILES: [CH2:17]1[O:18][CH2:19][CH2:20][CH2:21]1.[CH2:1]([CH3:2])[O:3][c:4]1[n:5][cH:6][c:7]([Br:10])[cH:8][cH:9]1.[Cl:11][SiH:12]([CH3:13])[CH3:14].[Mg:15].[OH2:16]>>[CH2:1]([CH3:2])[O:3][c:4]1[n:5][cH:6][c:7]([SiH:12]([CH3:13])[CH3:14])[cH:8][cH:9]1. Starting materials: O.NN (hydrazine hydrate), BrC=1C=CC2=C(C(=NCC=3N2C(=NN3)CON3C(C=2C(C3=O)=CC=CC2)=O)C2=NC=CC=C2)C1 (8-bromo-1-[(phthalimidooxy)methyl]-6-(2-pyridyl)-4H-s-triazolo[4,3-a][1,4]benzodiazepine). Run in C(C)O (ethanol). The product is NOCC1=NN=C2N1C1=C(C(=NC2)C2=NC=CC=C2)C=C(C=C1)Br (1-[(aminooxy)methyl]-8-bromo-6-(2-pyridyl)-4H-s-triazolo[4,3-a][1,4]benzodiazepine). As a reaction SMILES: O.NN.[Br:4][C:5]1[CH:6]=[CH:7][C:8]2[N:14]3[C:15]([CH2:18][O:19][N:20]4C(=O)C5=CC=CC=C5C4=O)=[N:16][N:17]=[C:13]3[CH2:12][N:11]=[C:10]([C:31]3[CH:36]=[CH:35][CH:34]=[CH:33][N:32]=3)[C:9]=2[CH:37]=1>C(O)C>[NH2:20][O:19][CH2:18][C:15]1[N:14]2[C:8]3[CH:7]=[CH:6][C:5]([Br:4])=[CH:37][C:9]=3[C:10]([C:31]3[CH:36]=[CH:35][CH:34]=[CH:33][N:32]=3)=[N:11][CH2:12][C:13]2=[N:17][N:16]=1 |f:0.1|. Reported procedure: In the manner given in Example 2, a solution of hydrazine hydrate in ethanol is treated at 65° C. with 8-bromo-1-[(phthalimidooxy)methyl]-6-(2-pyridyl)-4H-s-triazolo[4,3-a][1,4]benzodiazepine to give 1-[(aminooxy)methyl]-8-bromo-6-(2-pyridyl)-4H-s-triazolo[4,3-a][1,4]benzodiazepine. The reactants are [Li]C1(CCCC=2C=C(C=NC12)C)[Si](C)(C)C (8-Lithio-5,6,7,8-tetrahydro-3-methyl-8-trimethylsilylquinoline), ClC(=O)OC (methyl chloroformate). Solvent: C1CCOC1 (THF). The product is COC(=O)C1CCCC=2C=C(C=NC12)C (Methyl-5,6,7,8-tetrahydro-3-methylquinoline-8-carboxylate). RXN SMILES: [Li][C:2]1([Si](C)(C)C)[C:11]2[N:10]=[CH:9][C:8]([CH3:12])=[CH:7][C:6]=2[CH2:5][CH2:4][CH2:3]1.Cl[C:18]([O:20][CH3:21])=[O:19]>C1COCC1>[CH3:21][O:20][C:18]([CH:2]1[C:11]2[N:10]=[CH:9][C:8]([CH3:12])=[CH:7][C:6]=2[CH2:5][CH2:4][CH2:3]1)=[O:19]. Procedure: 8-Lithio-5,6,7,8-tetrahydro-3-methyl-8-trimethylsilylquinoline, prepared as in Example 3, is treated with 1 equivalent of methyl chloroformate in THF at -20° C. under nitrogen. After the addition the mixture is allowed to warm to ambient temperature and the solvent removed by evaporation. The residue is dissolved in 2NHCl and washed with ether basified with Na2CO3 and extracted with chloroform. The extracts are dried and evaporated. Distillation of the residue gives the title compound as a pale ... Reactants: O=Cc1cc2[nH]cnc2c(F)c1Nc1ccc(Br)cc1Cl, C1CCOC1, CN(C)P(=O)(N(C)C)N(C)C, CS(C)(=O)=O, [Li]CCCC. Product: CS(=O)(=O)CC(=O)c1cc2[nH]cnc2c(F)c1Nc1ccc(Br)cc1Cl. As a reaction SMILES: [Br:22][c:23]1[cH:24][c:25]([Cl:42])[c:26]([NH:29][c:30]2[c:31]([CH:40]=[O:41])[cH:32][c:33]3[c:34]([n:35][cH:36][nH:37]3)[c:38]2[F:39])[cH:27][cH:28]1.[CH2:43]1[O:44][CH2:45][CH2:46][CH2:47]1.[CH3:11][N:12]([CH3:13])[P:14]([N:15]([CH3:16])[CH3:17])([N:18]([CH3:19])[CH3:20])=[O:21].[CH3:1][S:2](=[O:3])(=[O:4])[CH3:5].[CH3:6][CH2:7][CH2:8][CH2:9][Li:10]>>[CH2:1]([S:2](=[O:3])(=[O:4])[CH3:5])[C:40]([c:31]1[c:30]([NH:29][c:26]2[c:25]([Cl:42])[cH:24][c:23]([Br:22])[cH:28][cH:27]2)[c:38]([F:39])[c:34]2[c:33]([cH:32]1)[nH:37][cH:36][n:35]2)=[O:41]. Starting materials: COC(=O)c1ccc(Br)c(C)c1, COCc1ccccc1B(O)O, Cc1ccccc1, CCOC(C)=O, [K+], [K+], O=C([O-])[O-], O, c1ccc(P(c2ccccc2)(c2ccccc2)[Pd](P(c2ccccc2)(c2ccccc2)c2ccccc2)(P(c2ccccc2)(c2ccccc2)c2ccccc2)P(c2ccccc2)(c2ccccc2)c2ccccc2)cc1. Product: COCc1ccccc1-c1ccc(C(=O)OC)cc1C. Reaction SMILES: [Br:1][c:2]1[c:3]([CH3:12])[cH:4][c:5]([C:6](=[O:7])[O:8][CH3:9])[cH:10][cH:11]1.[CH3:13][O:14][CH2:15][c:16]1[c:17]([B:22]([OH:23])[OH:24])[cH:18][cH:19][cH:20][cH:21]1.[CH3:32][c:33]1[cH:34][cH:35][cH:36][cH:37][cH:38]1.[CH3:39][CH2:40][O:41][C:42]([CH3:43])=[O:44].[K+:25].[K+:26].[O-:27][C:28]([O-:29])=[O:30].[OH2:31].[cH:45]1[cH:46][cH:47][c:48]([P:49]([Pd:50]([P:51]([c:52]2[cH:53][cH:54][cH:55][cH:56][cH:57]2)([c:58]2[cH:59][cH:60][cH:61][cH:62][cH:63]2)[c:64]2[cH:65][cH:66][cH:67][cH:68][cH:69]2)([P:70]([c:71]2[cH:72][cH:73][cH:74][cH:75][cH:76]2)([c:77]2[cH:78][cH:79][cH:80][cH:81][cH:82]2)[c:83]2[cH:84][cH:85][cH:86][cH:87][cH:88]2)[P:89]([c:90]2[cH:91][cH:92][cH:93][cH:94][cH:95]2)([c:96]2[cH:97][cH:98][cH:99][cH:100][cH:101]2)[c:102]2[cH:103][cH:104][cH:105][cH:106][cH:107]2)([c:108]2[cH:109][cH:110][cH:111][cH:112][cH:113]2)[c:114]2[cH:115][cH:116][cH:117][cH:118][cH:119]2)[cH:120][cH:121]1>>[c:2]1(-[c:17]2[c:16]([CH2:15][O:14][CH3:13])[cH:21][cH:20][cH:19][cH:18]2)[c:3]([CH3:12])[cH:4][c:5]([C:6](=[O:7])[O:8][CH3:9])[cH:10][cH:11]1. Starting materials: [H][H] (hydrogen), OC(C)(C)C1=CC=C(C=C1)C=C (1-(1-hydroxy-1-methylethyl)-4-ethenyl-benzene), IC (iodomethane), [H-].[Na+] (sodium hydride), [H-].[Na+] (NaH). Run in O (water), O1CCCC1 (tetrahydrofuran). Reaction conditions: time 30 minute. Yields the product COC(C)(C)C1=CC=C(C=C1)C=C (1-(1-methoxy-1-methylethyl)-4-ethenylbenzene). Isolated yield 51.0%. Reaction SMILES: [OH:1][C:2]([C:5]1[CH:10]=[CH:9][C:8]([CH:11]=[CH2:12])=[CH:7][CH:6]=1)([CH3:4])[CH3:3].I[CH3:14].[H-].[Na+].[H][H]>O1CCCC1.O>[CH3:14][O:1][C:2]([C:5]1[CH:6]=[CH:7][C:8]([CH:11]=[CH2:12])=[CH:9][CH:10]=1)([CH3:4])[CH3:3] |f:2.3|. Procedure details: A solution of 4.10 g of 1-(1-hydroxy-1-methylethyl)-4-ethenyl-benzene in 25 ml of dry tetrahydrofuran containing 7 g of iodomethane was heated to 40°-50° C. and treated portionwise in a dry atmosphere with 1 g of a sodium hydride dispersion (60% NaH in mineral oil) under rapid stirring. Reaction was accompanied by evolution of hydrogen. Once the addition was complete stirring was continued for another 30 minutes. The cooled mixture was then poured into water and extracted with ether. The organic... Reactants: CN1CC2(CCC(CC2(CC1)C1=CC(=CC=C1)OC)=NO)C (2,8a-Dimethyl-4a-(3-methoxyphenyl)octahydroisoquinolin-6-one Oxime), [H][H] (hydrogen), Na, CCCCCC (hexane). Run in C(C)(C)O (isopropanol), C1(=CC=CC=C1)C (toluene). Reaction conditions: temperature 50 celsius. Product: CN1CC2(CCC(CC2(CC1)C1=CC(=CC=C1)OC)N)C (N-Methyl-6-amino-4a-(3-methoxyphenyl)-8a-methyloctahydroisoquinoline). The yield is 9.5%. Reaction SMILES: [CH3:1][N:2]1[CH2:11][CH2:10][C:9]2([C:12]3[CH:17]=[CH:16][CH:15]=[C:14]([O:18][CH3:19])[CH:13]=3)[C:4]([CH3:22])([CH2:5][CH2:6][C:7](=[N:20]O)[CH2:8]2)[CH2:3]1.CCCCCC.[H][H]>C(O)(C)C.C1(C)C=CC=CC=1>[CH3:1][N:2]1[CH2:11][CH2:10][C:9]2([C:12]3[CH:17]=[CH:16][CH:15]=[C:14]([O:18][CH3:19])[CH:13]=3)[C:4]([CH3:22])([CH2:5][CH2:6][CH:7]([NH2:20])[CH2:8]2)[CH2:3]1. Procedure: A slurry of oxime 19 (2.35 g, 0.077 mol) in anhydrous isopropanol (100 mL) and anhydrous toluene (200 mL) was heated to reflux until the solution became clear. The heat was turned off, and Na (20 g, 0.87 mol) was added carefully in a such rate that a steady reflux was maintained (make 30-40 pieces and store under hexane) over 1.5 h. The first addition was kept small. (Note hydrogen evolution!). At the end the reaction was slower, so the heating mantle was turned back on to speed things up. The r...